From a dataset of the Open Reaction Database (ORD), a public repository of structured organic reaction records. describe an organic reaction: reactants, conditions, products, and yield Starting materials: FC(F)(F)c1cccnc1Cl, FC(F)(F)c1ccc(-c2nc(C3=CCNCC3)[nH]c2-c2ccc(C(F)(F)F)cc2)cc1. Yields the product FC(F)(F)c1ccc(-c2nc(C3=CCN(c4ncccc4C(F)(F)F)CC3)[nH]c2-c2ccc(C(F)(F)F)cc2)cc1. RXN SMILES: [Cl:32][c:33]1[n:34][cH:35][cH:36][cH:37][c:38]1[C:39]([F:40])([F:41])[F:42].[F:1][C:2]([c:3]1[cH:4][cH:5][c:6](-[c:9]2[n:10][c:11]([C:24]3=[CH:29][CH2:28][NH:27][CH2:26][CH2:25]3)[nH:12][c:13]2-[c:14]2[cH:15][cH:16][c:17]([C:20]([F:21])([F:22])[F:23])[cH:18][cH:19]2)[cH:7][cH:8]1)([F:30])[F:31]>>[F:1][C:2]([c:3]1[cH:4][cH:5][c:6](-[c:9]2[n:10][c:11]([C:24]3=[CH:29][CH2:28][N:27]([c:33]4[n:34][cH:35][cH:36][cH:37][c:38]4[C:39]([F:40])([F:41])[F:42])[CH2:26][CH2:25]3)[nH:12][c:13]2-[c:14]2[cH:15][cH:16][c:17]([C:20]([F:21])([F:22])[F:23])[cH:18][cH:19]2)[cH:7][cH:8]1)([F:30])[F:31].